This data is from the Open Reaction Database (ORD), a public repository of structured organic reaction records. The task is: describe an organic reaction: reactants, conditions, products, and yield Reactants: COC=1C=C(CC2NCCC3=CC(=C(C=C23)OC(C)C)OC)C=CC1OC (1-(3,4-Dimethoxy-benzyl)-6-methoxy-7-isopropoxy-1,2,3,4-tetrahydroisoquinoline), BrCC(=O)Br (2-bromoacetyl bromide), C1=CC=CC2=C1CCCCC2N (6,7,8,9-tetrahydro-5H-benzocyclohepten-5-ylamine). Product: COC=1C=C(CC2N(CCC3=CC(=C(C=C23)OC(C)C)OC)CC(=O)NC2CCCCC3=C2C=CC=C3)C=CC1OC (2-[1-(3,4-Dimethoxy-benzyl)-6-methoxy-7-isopropoxy-3,4-dihydro-1H-isoquinolin-2-yl]-N-(6,7,8,9-tetrahydro-5H-benzocyclohepten-5-yl)-acetamide). RXN SMILES: [CH3:1][O:2][C:3]1[CH:4]=[C:5]([CH:23]=[CH:24][C:25]=1[O:26][CH3:27])[CH2:6][CH:7]1[C:16]2[C:11](=[CH:12][C:13]([O:21][CH3:22])=[C:14]([O:17][CH:18]([CH3:20])[CH3:19])[CH:15]=2)[CH2:10][CH2:9][NH:8]1.Br[CH2:29][C:30](Br)=[O:31].[CH:33]1[C:38]2[CH2:39][CH2:40][CH2:41][CH2:42][CH:43]([NH2:44])[C:37]=2[CH:36]=[CH:35][CH:34]=1>>[CH3:1][O:2][C:3]1[CH:4]=[C:5]([CH:23]=[CH:24][C:25]=1[O:26][CH3:27])[CH2:6][CH:7]1[C:16]2[C:11](=[CH:12][C:13]([O:21][CH3:22])=[C:14]([O:17][CH:18]([CH3:20])[CH3:19])[CH:15]=2)[CH2:10][CH2:9][N:8]1[CH2:29][C:30]([NH:44][CH:43]1[C:37]2[CH:36]=[CH:35][CH:34]=[CH:33][C:38]=2[CH2:39][CH2:40][CH2:41][CH2:42]1)=[O:31]. Reported procedure: prepared by reaction of 1-(3,4-Dimethoxy-benzyl)-6-methoxy-7-isopropoxy-1,2,3,4-tetrahydroisoquinoline and 2-bromoacetyl bromide with 6,7,8,9-tetrahydro-5H-benzocyclohepten-5-ylamine Starting materials: ClC=1C=CC=2C(C=3N(NC2C1)C=CC3)=O (7-chloropyrrolo[1,2-b]cinnolin-10(5H)-one), C([O-])([O-])=O.[K+].[K+] (potassium carbonate), C(C1=CC=CC=C1)Br (benzyl bromide). Run in CC(CC)=O (2-butanone). Reaction conditions: time 2 hour. The product is C(C1=CC=CC=C1)N1N2C(C(C=3C=CC(=CC13)Cl)=O)=CC=C2 (5-Benzyl-7-chloropyrrolo[1,2-b]cinnolin-10(5H)-one). Reaction SMILES: [Cl:1][C:2]1[CH:3]=[CH:4][C:5]2[C:6](=[O:15])[C:7]3[N:8]([CH:12]=[CH:13][CH:14]=3)[NH:9][C:10]=2[CH:11]=1.C(=O)([O-])[O-].[K+].[K+].[CH2:22](Br)[C:23]1[CH:28]=[CH:27][CH:26]=[CH:25][CH:24]=1>CC(=O)CC>[CH2:22]([N:9]1[C:10]2[CH:11]=[C:2]([Cl:1])[CH:3]=[CH:4][C:5]=2[C:6](=[O:15])[C:7]2=[CH:14][CH:13]=[CH:12][N:8]12)[C:23]1[CH:28]=[CH:27][CH:26]=[CH:25][CH:24]=1 |f:1.2.3|. Reported procedure: To a slurry of 7-chloropyrrolo[1,2-b]cinnolin-10(5H)-one (35.0 g) and potassium carbonate (66.34 g) in 150 ml of 2-butanone was added benzyl bromide (44.47 g) and the mixture was stirred at 50° for 2 h. The reaction was quenched with 750 ml of H2O, and the mixture was neutralized with 2N HCl to pH 8 and extracted with chloroform. The organic layer was washed successively with dilute HCl, H2O and brine and thereafter dried (MgSO4), charcoaled, filtered and concentrated. The yellow-orange residue ... Starting materials: O (water), C(#N)C(=CC=CN(C)C)S(=O)(=O)C(C)C (1-cyano-1-isopropylsulphonyl-4-dimethylamino-1,3-butadiene), C(#N)C(=CC=CN(C)C)S(=O)(=O)C(C)C (1-cyano-1-isopropylsulphonyl-4-dimethylamino-1,3-butadiene), [OH-].[Na+] (sodium hydroxide), Cl (hydrogen chloride). Solvent: C(C)(C)O (isopropanol). Run at time 20 hour. The product is ClN1CC(=CC=C1)S(=O)(=O)C(C)C (1-chloro-3-isopropylsulphonylpyridine). The yield is 51.5%. As a reaction SMILES: C([C:3]([S:10]([CH:13]([CH3:15])[CH3:14])(=[O:12])=[O:11])=[CH:4][CH:5]=[CH:6][N:7](C)[CH3:8])#N.[ClH:16].O.[OH-].[Na+]>C(O)(C)C>[Cl:16][N:7]1[CH:6]=[CH:5][CH:4]=[C:3]([S:10]([CH:13]([CH3:15])[CH3:14])(=[O:12])=[O:11])[CH2:8]1 |f:3.4|. Reported procedure: The 1-cyano-1-isopropylsulphonyl-4-dimethylamino-1,3-butadiene (34 g, 0.15 mol) obtained in (a) above was dissolved in isopropanol (350 ml). The solution was then heated to reflux and saturated with dry hydrogen chloride. After about 20 hours, the solution was cooled and poured into water and crushed ice. This solution was then neutralised with sodium hydroxide solution and extracted with toluene (5×100 ml). The combined extracts were then evaporated and the remaining brown syrup purified over s...